This data is from the Open Reaction Database (ORD), a public repository of structured organic reaction records. The task is: describe an organic reaction: reactants, conditions, products, and yield Reactants: CO, COc1nc(Cl)ccc1C=O, ClCCl, [K+], [OH-], c1cnc2[nH]ccc2c1. Yields the product COc1nc(Cl)ccc1C(O)c1c[nH]c2ncccc12. As a reaction SMILES: [CH3:21][OH:22].[Cl:10][c:11]1[cH:12][cH:13][c:14]([CH:19]=[O:20])[c:15]([O:17][CH3:18])[n:16]1.[Cl:25][CH2:26][Cl:27].[K+:24].[OH-:23].[nH:1]1[cH:2][cH:3][c:4]2[c:5]1[n:6][cH:7][cH:8][cH:9]2>>[nH:1]1[cH:2][c:3]([CH:19]([c:14]2[cH:13][cH:12][c:11]([Cl:10])[n:16][c:15]2[O:17][CH3:18])[OH:20])[c:4]2[c:5]1[n:6][cH:7][cH:8][cH:9]2.